This data is from the Open Reaction Database (ORD), a public repository of structured organic reaction records. The task is: describe an organic reaction: reactants, conditions, products, and yield Reactants: CCOC(=O)CC(CCCC(=O)CCc1ccc2c(n1)NCCC2)c1cnc(C)nc1, CCO, [Na+], [OH-]. The product is Cc1ncc(C(CCCC(=O)CCc2ccc3c(n2)NCCC3)CC(=O)O)cn1. Reaction SMILES: [CH2:1]([CH3:2])[O:3][C:4]([CH2:5][CH:6]([CH2:7][CH2:8][CH2:9][C:10]([CH2:11][CH2:12][c:13]1[n:14][c:15]2[c:20]([cH:21][cH:22]1)[CH2:19][CH2:18][CH2:17][NH:16]2)=[O:23])[c:24]1[cH:25][n:26][c:27]([CH3:30])[n:28][cH:29]1)=[O:31].[CH3:34][CH2:35][OH:36].[Na+:33].[OH-:32]>>[O:3]=[C:4]([CH2:5][CH:6]([CH2:7][CH2:8][CH2:9][C:10]([CH2:11][CH2:12][c:13]1[n:14][c:15]2[c:20]([cH:21][cH:22]1)[CH2:19][CH2:18][CH2:17][NH:16]2)=[O:23])[c:24]1[cH:25][n:26][c:27]([CH3:30])[n:28][cH:29]1)[OH:31]. Solvent: CCCCCCC (heptane). As a reaction SMILES: [CH3:1][CH:2]([CH2:7][C:8]([CH3:11])([CH3:10])[CH3:9])[CH2:3][C:4]([OH:6])=O.[CH2:12]([CH:20]([CH2:23][CH2:24][CH2:25][CH2:26][CH2:27][CH2:28][CH2:29][CH2:30][CH2:31][CH3:32])[CH2:21][NH2:22])[CH2:13][CH2:14][CH2:15][CH2:16][CH2:17][CH2:18][CH3:19]>CCCCCCC>[CH3:1][CH:2]([CH2:7][C:8]([CH3:11])([CH3:10])[CH3:9])[CH2:3][C:4]([NH:22][CH2:21][CH:20]([CH2:12][CH2:13][CH2:14][CH2:15][CH2:16][CH2:17][CH2:18][CH3:19])[CH2:23][CH2:24][CH2:25][CH2:26][CH2:27][CH2:28][CH2:29][CH2:30][CH2:31][CH3:32])=[O:6]. Product: CC(CC(=O)NCC(CCCCCCCCCC)CCCCCCCC)CC(C)(C)C (N-(3,5,5-trimethylhexanoyl)- 2-octyldodecylamine). Procedure details: 3.6 g of 3,5,5-trimethylhexanoic acid and 6.8 g. of 2-octyldodecylamine were mixed together in the tube of a microwave machine (Maxidigest™ MX 350 from the company Prolabo; frequency 2450±50 MHz, modulable power 300 W). After irradiation for about 50 minutes at 170° C.±10° C., the reaction mixture was dissolved in heptane and then purified on silica. 7 g of the desired amide were obtained. Starting materials: CC(CC(=O)O)CC(C)(C)C (3,5,5-trimethylhexanoic acid), C(CCCCCCC)C(CN)CCCCCCCCCC (2-octyldodecylamine). The reactants are CCCc1cc(C(=O)OCC)nn1Cc1ccc(-c2ccccc2-c2nnnn2C(c2ccccc2)(c2ccccc2)c2ccccc2)cc1, C1CCOC1, O. Yields the product CCCc1cc(C(=O)O)nn1Cc1ccc(-c2ccccc2-c2nnnn2C(c2ccccc2)(c2ccccc2)c2ccccc2)cc1. Reaction SMILES: [CH2:1]([CH3:2])[O:3][C:4](=[O:5])[c:6]1[n:7][n:8]([CH2:14][c:15]2[cH:16][cH:17][c:18](-[c:21]3[c:22](-[c:27]4[n:28][n:29][n:30][n:31]4[C:32]([c:33]4[cH:34][cH:35][cH:36][cH:37][cH:38]4)([c:39]4[cH:40][cH:41][cH:42][cH:43][cH:44]4)[c:45]4[cH:46][cH:47][cH:48][cH:49][cH:50]4)[cH:23][cH:24][cH:25][cH:26]3)[cH:19][cH:20]2)[c:9]([CH2:11][CH2:12][CH3:13])[cH:10]1.[CH2:51]1[O:52][CH2:53][CH2:54][CH2:55]1.[OH2:56]>>[O:3]=[C:4]([OH:5])[c:6]1[n:7][n:8]([CH2:14][c:15]2[cH:16][cH:17][c:18](-[c:21]3[c:22](-[c:27]4[n:28][n:29][n:30][n:31]4[C:32]([c:33]4[cH:34][cH:35][cH:36][cH:37][cH:38]4)([c:39]4[cH:40][cH:41][cH:42][cH:43][cH:44]4)[c:45]4[cH:46][cH:47][cH:48][cH:49][cH:50]4)[cH:23][cH:24][cH:25][cH:26]3)[cH:19][cH:20]2)[c:9]([CH2:11][CH2:12][CH3:13])[cH:10]1. The reactants are ClCCCBr, O=C([O-])[O-], COC(=O)c1ccc(O)c(OC)c1, CN(C)C=O, [K+], [K+]. Product: COC(=O)c1ccc(OCCCCl)c(OC)c1. Reaction SMILES: [Br:14][CH2:15][CH2:16][CH2:17][Cl:18].[C:19](=[O:20])([O-:21])[O-:22].[CH3:1][O:2][C:3](=[O:4])[c:5]1[cH:6][cH:7][c:8]([OH:9])[c:10]([O:11][CH3:12])[cH:13]1.[CH3:25][N:26]([CH3:27])[CH:28]=[O:29].[K+:23].[K+:24]>>[CH3:1][O:2][C:3](=[O:4])[c:5]1[cH:6][cH:7][c:8]([O:9][CH2:15][CH2:16][CH2:17][Cl:18])[c:10]([O:11][CH3:12])[cH:13]1. The yield is 65.4%. Starting materials: ClC1=CC=C(CNC(=O)C=2C(C3=C(N(C2)C)C(=C(S3)CCl)C)=O)C=C1 (N-(4-chlorobenzyl)-2-(chloromethyl)-3,4-dimethyl-7-oxo-4,7-dihydrothieno[3,2-b]pyridine-6-carboxamide), NC=1C=C(C=CC1)C(CNC)O (1-(3-aminophenyl)-2-(methylamino)ethanol), C(C)(C)N(CC)C(C)C (diisopropylethylamine). As a reaction SMILES: [Cl:1][C:2]1[CH:25]=[CH:24][C:5]([CH2:6][NH:7][C:8]([C:10]2[C:11](=[O:23])[C:12]3[S:19][C:18]([CH2:20]Cl)=[C:17]([CH3:22])[C:13]=3[N:14]([CH3:16])[CH:15]=2)=[O:9])=[CH:4][CH:3]=1.[NH2:26][C:27]1[CH:28]=[C:29]([CH:33]([OH:37])[CH2:34][NH:35][CH3:36])[CH:30]=[CH:31][CH:32]=1.C(N(C(C)C)CC)(C)C>CN(C=O)C>[NH2:26][C:27]1[CH:28]=[C:29]([CH:33]([OH:37])[CH2:34][N:35]([CH2:20][C:18]2[S:19][C:12]3[C:11](=[O:23])[C:10]([C:8]([NH:7][CH2:6][C:5]4[CH:4]=[CH:3][C:2]([Cl:1])=[CH:25][CH:24]=4)=[O:9])=[CH:15][N:14]([CH3:16])[C:13]=3[C:17]=2[CH3:22])[CH3:36])[CH:30]=[CH:31][CH:32]=1. Reported procedure: A mixture of N-(4-chlorobenzyl)-2-(chloromethyl)-3,4-dimethyl-7-oxo-4,7-dihydrothieno[3,2-b]pyridine-6-carboxamide (90 mg, 0.23 mmol), 1-(3-aminophenyl)-2-(methylamino)ethanol (Khim.-Farm. Zh 1983, 17, 1093)(69 mg, 0.42 mmol) and diisopropylethylamine (60 μL, 0.34 mmol) in dry DMF (4.6 mL) was heated to 60° C., becoming a solution. The reaction was stirred for 5 hours at that temperature. After cooling to room temperature, the solution was diluted with ice (6 g). The resulting milky suspension w... Product: NC=1C=C(C=CC1)C(CN(C)CC1=C(C=2N(C=C(C(C2S1)=O)C(=O)NCC1=CC=C(C=C1)Cl)C)C)O (2-{[[2-(3-aminophenyl)-2-hydroxyethyl](methyl)amino]methyl}-N-(4-chlorobenzyl)-3,4-dimethyl-7-oxo-4,7-dihydrothieno[3,2-b]pyridine-6-carboxamide). Run at temperature 60 celsius, time 5 hour. Run in CN(C)C=O (DMF), ice. The reactants are O1CCCC=C1 (3,4-dihydro-2H-pyran), BrCCCC(CO)(C1=CC=CC=C1)C (5-bromo-2-methyl-2-phenyl-pentan-1-ol). Conditions: time 5 hour. The product is BrCCCC(COC1OCCCC1)(C1=CC=CC=C1)C (2-(5-bromo-2-methyl-2-phenyl-pentyloxy)-tetrahydropyran). Yield: 94.8%. Reaction SMILES: [O:1]1[CH:6]=[CH:5][CH2:4][CH2:3][CH2:2]1.[Br:7][CH2:8][CH2:9][CH2:10][C:11]([CH3:20])([C:14]1[CH:19]=[CH:18][CH:17]=[CH:16][CH:15]=1)[CH2:12][OH:13]>>[Br:7][CH2:8][CH2:9][CH2:10][C:11]([CH3:20])([C:14]1[CH:19]=[CH:18][CH:17]=[CH:16][CH:15]=1)[CH2:12][O:13][CH:6]1[CH2:5][CH2:4][CH2:3][CH2:2][O:1]1. Procedure: Under N2 atmosphere, 3,4-dihydro-2H-pyran (8.19 g, 98 mmol) was added drop-wise to a stirred solution of 5-bromo-2-methyl-2-phenyl-pentan-1-ol (20 g, 78 mmol) at −5° C. The reaction mixture was allowed to warm to rt and stirred for 5 h. The solution was filtered through aluminum oxide (100 g), which was washed with CH2Cl2 (500 mL). The filtrate was concentrated in vacuo to furnish 2-(5-bromo-2-methyl-2-phenyl-pentyloxy)-tetrahydropyran (25.23 g, 96.2%) as an oil. 1H NMR (300 MHz, CDCl3/TMS): δ (...